This data is from the Open Reaction Database (ORD), a public repository of structured organic reaction records. The task is: describe an organic reaction: reactants, conditions, products, and yield Reactants: COC1=CC2=C(N(C(CO2)=O)C)C=C1 (7-Methoxy-4-methyl-4H-benzo[1,4]oxazin-3-one), CSC.B (Borane-dimethyl sulfide). Solvent: C1CCOC1 (THF). Product: COC1=CC2=C(N(CCO2)C)C=C1 (7-Methoxy-4-methyl-3,4-dihydro-2H-benzo[1,4]oxazine). Isolated yield 9.2%. As a reaction SMILES: [CH3:1][O:2][C:3]1[CH:14]=[CH:13][C:6]2[N:7]([CH3:12])[C:8](=O)[CH2:9][O:10][C:5]=2[CH:4]=1.CSC.B>C1COCC1>[CH3:1][O:2][C:3]1[CH:14]=[CH:13][C:6]2[N:7]([CH3:12])[CH2:8][CH2:9][O:10][C:5]=2[CH:4]=1 |f:1.2|. Procedure details: 7-Methoxy-4-methyl-4H-benzo[1,4]oxazin-3-one (13.07 g, 0.68 mol) was added to 100 mL dry THF, and the reaction mixture was refluxed under nitrogen. Borane-dimethyl sulfide (13.6 mL, 0.136 mol) was added dropwise over one hour, and the reaction mixture was allowed to reflux for two hours. The reaction mixture was cooled and then quenched by addition of 50 mL of 10% aqueous HCl. Precipitate was removed by filtration, and the liquid was concentrated under reduced pressure to give 11.17 g of 7-Metho... The reactants are CC(C)(C)OC(=O)N1CCC(Cc2n[nH]c(=O)n2-c2ccc(Br)cc2F)C1, O=C([O-])[O-], CC1(C)OB(c2ccc3cccnc3c2)OC1(C)C, [K+], [K+], C1COCCO1. The product is CC(C)(C)OC(=O)N1CCC(Cc2n[nH]c(=O)n2-c2ccc(-c3ccc4cccnc4c3)cc2F)C1. As a reaction SMILES: [Br:1][c:2]1[cH:3][c:4]([F:27])[c:5](-[n:8]2[c:9]([CH2:14][CH:15]3[CH2:16][N:17]([C:20](=[O:21])[O:22][C:23]([CH3:24])([CH3:25])[CH3:26])[CH2:18][CH2:19]3)[n:10][nH:11][c:12]2=[O:13])[cH:6][cH:7]1.[C:47](=[O:48])([O-:49])[O-:50].[CH3:28][C:29]1([CH3:30])[C:31]([CH3:32])([CH3:33])[O:34][B:35]([c:36]2[cH:37][cH:38][c:39]3[cH:40][cH:41][cH:42][n:43][c:44]3[cH:45]2)[O:46]1.[K+:51].[K+:52].[O:53]1[CH2:54][CH2:55][O:56][CH2:57][CH2:58]1>>[c:2]1(-[c:36]2[cH:37][cH:38][c:39]3[cH:40][cH:41][cH:42][n:43][c:44]3[cH:45]2)[cH:3][c:4]([F:27])[c:5](-[n:8]2[c:9]([CH2:14][CH:15]3[CH2:16][N:17]([C:20](=[O:21])[O:22][C:23]([CH3:24])([CH3:25])[CH3:26])[CH2:18][CH2:19]3)[n:10][nH:11][c:12]2=[O:13])[cH:6][cH:7]1. Reactants: COC(=O)C=1C(=C(C=C2C=NNC12)Br)N (6-amino-5-bromo-1H-indazole-7-carboxylic acid methyl ester), tetrakis(triphenylphsophine)palladium, CN(C=O)C (N,N-dimethylformamide), C(C)(=O)OCC (ethyl acetate), C(C)(C)(C)OC (tertbutylmethyl ether). The reagents and catalysts are [C-]#N.[Zn+2].[C-]#N (zinc cyanide). The solvent is [Cl-].[Na+].O (brine). Conditions: temperature 180 celsius, time 5 minute. Product: COC(=O)C=1C(=C(C=C2C=NNC12)C#N)N (6-amino-5-cyano-1H-indazole-7-carboxylic acid methyl ester). Yield: 94.0%. Reaction SMILES: [CH3:1][O:2][C:3]([C:5]1[C:6]([NH2:15])=[C:7](Br)[CH:8]=[C:9]2[C:13]=1[NH:12][N:11]=[CH:10]2)=[O:4].C(OCC)(=O)C.C(OC)(C)(C)C.[CH3:28][N:29](C)C=O>[Cl-].[Na+].O.[C-]#N.[Zn+2].[C-]#N>[CH3:1][O:2][C:3]([C:5]1[C:6]([NH2:15])=[C:7]([C:28]#[N:29])[CH:8]=[C:9]2[C:13]=1[NH:12][N:11]=[CH:10]2)=[O:4] |f:4.5.6,7.8.9|. Reported procedure: To a solution of 500 mg (1.85 mmol) of 6-amino-5-bromo-1H-indazole-7-carboxylic acid methyl ester, prepared as in step a in example 16, in 10 mL of N,N-dimethylformamide under an atmosphere of argon is added 135 mg (1.15 mmol) of zinc cyanide and 206 mg (0.185 mmol) of tetrakis(triphenylphsophine)palladium. The reaction mixture is stirred in a microwave oven at 180° C. for 5 minutes. Then, a 1:1 v/v mixture of ethyl acetate and tertbutylmethyl ether and brine are added to the reaction and the ph... Starting materials: ClC=1C=CC(=C(C1)C1=CC(N(C=C1OC)C(C(=O)O)C[C@@H]1OCCCC1)=O)OC(F)F (2-{4-[5-chloro-2-(difluoromethoxy)phenyl]-5-methoxy-2-oxopyridin-1(2H)-yl}-3-[(2R)-tetrahydro-2H-pyran-2-yl]propanoic acid), NC1=CC=C(C(=O)OC(C)(C)C)C=C1 (tert-butyl 4-aminobenzoate). Yields the product ClC=1C=CC(=C(C1)C1=CC(N(C=C1OC)C(C(=O)NC1=CC=C(C(=O)OC(C)(C)C)C=C1)C[C@@H]1OCCCC1)=O)OC(F)F (tert-Butyl 4-[(2-{4-[5-chloro-2-(difluoromethoxy)phenyl]-5-methoxy-2-oxopyridin-1(2H)-yl}-3-[(2R)-tetrahydro-2H-pyran-2-yl]propanoyl)amino]benzoate). As a reaction SMILES: [Cl:1][C:2]1[CH:3]=[CH:4][C:5]([O:28][CH:29]([F:31])[F:30])=[C:6]([C:8]2[C:13]([O:14][CH3:15])=[CH:12][N:11]([CH:16]([CH2:20][C@H:21]3[CH2:26][CH2:25][CH2:24][CH2:23][O:22]3)[C:17]([OH:19])=O)[C:10](=[O:27])[CH:9]=2)[CH:7]=1.[NH2:32][C:33]1[CH:45]=[CH:44][C:36]([C:37]([O:39][C:40]([CH3:43])([CH3:42])[CH3:41])=[O:38])=[CH:35][CH:34]=1>>[Cl:1][C:2]1[CH:3]=[CH:4][C:5]([O:28][CH:29]([F:30])[F:31])=[C:6]([C:8]2[C:13]([O:14][CH3:15])=[CH:12][N:11]([CH:16]([CH2:20][C@H:21]3[CH2:26][CH2:25][CH2:24][CH2:23][O:22]3)[C:17]([NH:32][C:33]3[CH:45]=[CH:44][C:36]([C:37]([O:39][C:40]([CH3:41])([CH3:42])[CH3:43])=[O:38])=[CH:35][CH:34]=3)=[O:19])[C:10](=[O:27])[CH:9]=2)[CH:7]=1. Procedure details: 82 mg (purity 85%, 0.15 mmol) of 2-{4-[5-chloro-2-(difluoromethoxy)phenyl]-5-methoxy-2-oxopyridin-1(2H)-yl}-3-[(2R)-tetrahydro-2H-pyran-2-yl]propanoic acid (mixture of enantiomerically pure diastereomers 1 and 2) and 32 mg (0.17 mmol, 1.1 eq.) of tert-butyl 4-aminobenzoate were reacted according to General Method 5A. Yield: 67 mg (70% of theory) Starting materials: C(C1=CC=CC=C1)O[C@@H](C)CCCCCC[C@H](CC)O ((2S,9S)-2-benzyloxyundecane-9-ol), C(C)(=O)OCC.CCCCCC (ethyl acetate hexane). Reagents/catalysts: [Pd] (Pd/C). Run in C(C)O (ethanol). Conditions: time 12 hour. Yields the product C[C@@H](CCCCCC[C@H](CC)O)O ((2S,9S)-undecane-2,9-diol). Isolated yield 91.4%. As a reaction SMILES: C([O:8][C@H:9]([CH2:11][CH2:12][CH2:13][CH2:14][CH2:15][CH2:16][C@@H:17]([OH:20])[CH2:18][CH3:19])[CH3:10])C1C=CC=CC=1.C(OCC)(=O)C.CCCCCC>C(O)C.[Pd]>[CH3:10][C@H:9]([OH:8])[CH2:11][CH2:12][CH2:13][CH2:14][CH2:15][CH2:16][C@@H:17]([OH:20])[CH2:18][CH3:19] |f:1.2|. Procedure: To a solution of 1.95 g (7 mmol) (2S,9S)-2-benzyloxyundecane-9-ol in 30 ml ethanol was added 20 mg Pd/C-catalyst. Hydrogenation was carried out over a period of 12 h at a pressure of 40 atm. After completion of the reaction, the catalyst was filtered off over silica, and the solution was concentrated in vacuo. Flash chromatography (ethyl acetate:hexane 1:1) yielded 1.2 g (6.4 mmol, 92%) (2S,9S)-undecane-2,9-diol.